This data is from the Open Reaction Database (ORD), a public repository of structured organic reaction records. The task is: describe an organic reaction: reactants, conditions, products, and yield Starting materials: ClC1=CC(=CC=C1)C(=O)OO (m-chloroperbenzoic acid), C1(=CC=CC=C1)SC=1C(=NN(C1C1=CC=CC=C1)C)C1=CC=CC=C1 (4-(phenylthio)-1-methyl-3,5-diphenylpyrazole), [OH-].[Na+] (sodium hydroxide), C1CCCCC1 (cyclohexane). The solvent is C(Cl)(Cl)Cl (chloroform), C(Cl)(Cl)Cl (chloroform). Run at temperature 9 celsius, time 3 hour. Product: CN1N=C(C(=C1C1=CC=CC=C1)S(=O)(=O)C1=CC=CC=C1)C1=CC=CC=C1 (1-Methyl-3,5-diphenyl-4-(phenylsulfonyl)pyrazole). Yield: 91.0%. As a reaction SMILES: ClC1C=CC=C(C(OO)=[O:9])C=1.[C:12]1([S:18][C:19]2[C:20]([C:31]3[CH:36]=[CH:35][CH:34]=[CH:33][CH:32]=3)=[N:21][N:22]([CH3:30])[C:23]=2[C:24]2[CH:29]=[CH:28][CH:27]=[CH:26][CH:25]=2)[CH:17]=[CH:16][CH:15]=[CH:14][CH:13]=1.[OH-:37].[Na+].C1CCCCC1>C(Cl)(Cl)Cl>[CH3:30][N:22]1[C:23]([C:24]2[CH:29]=[CH:28][CH:27]=[CH:26][CH:25]=2)=[C:19]([S:18]([C:12]2[CH:17]=[CH:16][CH:15]=[CH:14][CH:13]=2)(=[O:9])=[O:37])[C:20]([C:31]2[CH:32]=[CH:33][CH:34]=[CH:35][CH:36]=2)=[N:21]1 |f:2.3|. Procedure details: At a temperature of 9° C. a solution of m-chloroperbenzoic acid (10.15 g, 85%, 0.05 mole) in dry chloroform (50 ml) is added to a solution of 4-(phenylthio)-1-methyl-3,5-diphenylpyrazole (6.84 g, 0.02 mole) in dry chloroform (50 ml). The reaction mixture is stirred for 3 hours at 9° C. and then overnight at room temperature. A heavy precipitate forms. The mixture is treated with 2% aqueous sodium hydroxide and extracted with chloroform. The chloroform layer is separated and stripped in vacuo to ... Starting materials: ClCC(=O)Cl (chloroacetyl chloride), CCN(C(C)C)C(C)C (DIEA), N[C@H]1C[C@H]([C@@H](CC1)C(=O)NC(C1=CC=C(C=C1)F)C1=CC=C(C=C1)F)C1=CC=C(C=C1)Br ((1R,2R,4R)-4-amino-N-[bis(4-fluorophenyl)methyl]-2-(4-bromophenyl)cyclohexane-carboxamide), ClCC(=O)Cl (chloroacetyl chloride), CCN(C(C)C)C(C)C (DIEA). Run in CC#N (MeCN). Conditions: time 90 minute. Product: FC1=CC=C(C=C1)C(NC(=O)[C@H]1[C@@H](C[C@@H](CC1)NC(CCl)=O)C1=CC=C(C=C1)Br)C1=CC=C(C=C1)F ((1R,2R,4R)—N-[bis(4-fluorophenyl)methyl]-2-(4-bromophenyl)-4-[(chloroacetyl)amino]-cyclo-hexanecarboxamide). Reaction SMILES: [NH2:1][C@@H:2]1[CH2:7][CH2:6][C@@H:5]([C:8]([NH:10][CH:11]([C:19]2[CH:24]=[CH:23][C:22]([F:25])=[CH:21][CH:20]=2)[C:12]2[CH:17]=[CH:16][C:15]([F:18])=[CH:14][CH:13]=2)=[O:9])[C@H:4]([C:26]2[CH:31]=[CH:30][C:29]([Br:32])=[CH:28][CH:27]=2)[CH2:3]1.[Cl:33][CH2:34][C:35](Cl)=[O:36].CCN(C(C)C)C(C)C>CC#N>[F:25][C:22]1[CH:23]=[CH:24][C:19]([CH:11]([C:12]2[CH:17]=[CH:16][C:15]([F:18])=[CH:14][CH:13]=2)[NH:10][C:8]([C@@H:5]2[CH2:6][CH2:7][C@@H:2]([NH:1][C:35](=[O:36])[CH2:34][Cl:33])[CH2:3][C@H:4]2[C:26]2[CH:31]=[CH:30][C:29]([Br:32])=[CH:28][CH:27]=2)=[O:9])=[CH:20][CH:21]=1. Procedure details: To the product from Example 54 (120 mg, 0.24 mmol) in MeCN (4 mL) was added chloroacetyl chloride (24 mg, 0.3 mmol). The reaction was aged for 90 min at rt and DIEA (45 μL, 0.24 mmol) was added. After 15 min, another portion of chloroacetyl chloride (12 mg, 0.15 mmol) was added, along with DIEA (45 μL, 0.24 mmol). The reaction was concentrated, diluted with CHCl3 and washed with Na2CO3/brine 1:1. The organic layer was dried (Na2SO4), filtered and concentrated to afford the title compound. HPLC/M... Run at temperature 80 celsius. Run in ice. As a reaction SMILES: Cl[C:2]1[CH:7]=[C:6]([Cl:8])[CH:5]=[C:4](Cl)[C:3]=1[N+:10]([O-:12])=[O:11].[NH2:13][CH2:14][CH:15]([OH:17])[CH3:16]>>[Cl:8][C:6]1[CH:5]=[C:4]([NH:13][CH2:14][CH:15]([OH:17])[CH3:16])[C:3]([N+:10]([O-:12])=[O:11])=[C:2]([NH:13][CH2:14][CH:15]([OH:17])[CH3:16])[CH:7]=1. The product is ClC1=CC(=C(C(=C1)NCC(C)O)[N+](=O)[O-])NCC(C)O (4-chloro-2-(β-hydroxypropyl)amino-6-(β-hydroxypropyl)aminonitrobenzene). Procedure: 0.2 mole (45.3 g) of 2,4,6-trichloronitrobenzene is added in small portions to 180 ml of 3-amino-2-propanol heated to 80° C., with stirring. The reaction is exothermic. After heating for 3 hours 30 minutes, the reaction mixture is poured into 180 ml of ice-cold water. The product expected precipitates. It is drained, washed to neutrality with water and then dried under vacuum in the presence of phosphorous pentoxide. After recrystallization from 96° ethanol, it melts at 170° C. Starting materials: ClC1=C(C(=CC(=C1)Cl)Cl)[N+](=O)[O-] (2,4,6-trichloronitrobenzene), NCC(C)O (3-amino-2-propanol). Starting materials: C(C)(C)(C)OC(=O)N1CCC(CC1)NCC1=NC=C(C=C1C)C (4-[(3,5-dimethyl-pyridin-2-ylmethyl)-amino]-piperidine-1-carboxylic acid tert-butyl ester), C(C=C)N1C(=NC2=C1C=CC=C2)C=O (1-allyl-1H-benzoimidazole-2-carbaldehyde), [BH-](OC(=O)C)(OC(=O)C)OC(=O)C.[Na+] (NaBH(OAc)3). Run in C(Cl)Cl (CH2Cl2). Product: C(C)(C)(C)OC(=O)N1CCC(CC1)N(CC1=NC=C(C=C1C)C)CC1=NC2=C(N1CC=C)C=CC=C2 (4-[(1-allyl-1H-benzoimidazol-2-ylmethyl)-(3,5-dimethyl-pyridin-2-ylmethyl)-amino]-piperidine-1-carboxylic acid tert-butyl ester). Reaction SMILES: [C:1]([O:5][C:6]([N:8]1[CH2:13][CH2:12][CH:11]([NH:14][CH2:15][C:16]2[C:21]([CH3:22])=[CH:20][C:19]([CH3:23])=[CH:18][N:17]=2)[CH2:10][CH2:9]1)=[O:7])([CH3:4])([CH3:3])[CH3:2].[CH2:24]([N:27]1[C:31]2[CH:32]=[CH:33][CH:34]=[CH:35][C:30]=2[N:29]=[C:28]1[CH:36]=O)[CH:25]=[CH2:26].[BH-](OC(C)=O)(OC(C)=O)OC(C)=O.[Na+]>C(Cl)Cl>[C:1]([O:5][C:6]([N:8]1[CH2:13][CH2:12][CH:11]([N:14]([CH2:36][C:28]2[N:27]([CH2:24][CH:25]=[CH2:26])[C:31]3[CH:32]=[CH:33][CH:34]=[CH:35][C:30]=3[N:29]=2)[CH2:15][C:16]2[C:21]([CH3:22])=[CH:20][C:19]([CH3:23])=[CH:18][N:17]=2)[CH2:10][CH2:9]1)=[O:7])([CH3:4])([CH3:3])[CH3:2] |f:2.3|. Procedure: Using General Procedure B: Reaction of the 4-[(3,5-dimethyl-pyridin-2-ylmethyl)-amino]-piperidine-1-carboxylic acid tert-butyl ester and 1-allyl-1H-benzoimidazole-2-carbaldehyde in CH2Cl2 with NaBH(OAc)3 gave 4-[(1-allyl-1H-benzoimidazol-2-ylmethyl)-(3,5-dimethyl-pyridin-2-ylmethyl)-amino]-piperidine-1-carboxylic acid tert-butyl ester as white foam. 1H NMR (CDCl3) δ 1.44 (s, 9H), 1.57-1.65 (m, 2H), 1.86-1.89 (m, 2H), 2.25 (s, 3H), 2.27 (s, 3H), 2.57 (t, 2H, J=12.0 Hz), 2.72 (td, 2H, J=10.5, 3.0 ... The reagents and catalysts are [Cu]Cl (copper (I) chloride). Reported procedure: 4-(phenylsulfonyl)benzene diazonium tetrafluoroborate was prepared from 4-aminophenyl phenyl sulfone according to the method of example 11. A slurry of 44 grams of the 4-(phenylsulfonyl)benzenediazonium tetrafluoroborate, 22.8 ml of dichlorophenylphosphine, and 0.5 grams of copper (I) chloride in 400 ml. of ethyl acetate was heated at 30° C for 1.5 hours, cooled, and decomposed by adding 125 ml. of water. The ethyl acetate was removed by steam distillation, and the solid was collected by filtrat... Reaction SMILES: [C:1]1([S:7]([C:10]2[CH:15]=[CH:14][C:13](N)=[CH:12][CH:11]=2)(=[O:9])=[O:8])[CH:6]=[CH:5][CH:4]=[CH:3][CH:2]=1.[F:17][B-:18]([F:21])([F:20])[F:19].[C:22]1([S:28]([C:31]2[CH:36]=[CH:35][C:34]([N+:37]#[N:38])=[CH:33][CH:32]=2)(=[O:30])=[O:29])[CH:27]=[CH:26][CH:25]=[CH:24][CH:23]=1.Cl[P:40](Cl)[C:41]1[CH:46]=[CH:45][CH:44]=[CH:43][CH:42]=1.C(OCC)(=[O:50])C.[OH2:54]>[Cu]Cl>[F:17][B-:18]([F:21])([F:20])[F:19].[C:22]1([S:28]([C:31]2[CH:36]=[CH:35][C:34]([N+:37]#[N:38])=[CH:33][CH:32]=2)(=[O:29])=[O:30])[CH:23]=[CH:24][CH:25]=[CH:26][CH:27]=1.[C:41]1([P:40]([C:13]2[CH:14]=[CH:15][C:10]([S:7]([C:1]3[CH:6]=[CH:5][CH:4]=[CH:3][CH:2]=3)(=[O:9])=[O:8])=[CH:11][CH:12]=2)(=[O:50])[OH:54])[CH:46]=[CH:45][CH:44]=[CH:43][CH:42]=1 |f:1.2,7.8|. Reactants: C1(=CC=CC=C1)S(=O)(=O)C1=CC=C(C=C1)N (4-aminophenyl phenyl sulfone), ClP(C1=CC=CC=C1)Cl (dichlorophenylphosphine), C(C)(=O)OCC (ethyl acetate), F[B-](F)(F)F.C1(=CC=CC=C1)S(=O)(=O)C1=CC=C(C=C1)[N+]#N (4-(phenylsulfonyl)benzenediazonium tetrafluoroborate), O (water). Isolated yield 45.0%. The product is F[B-](F)(F)F.C1(=CC=CC=C1)S(=O)(=O)C1=CC=C(C=C1)[N+]#N (4-(phenylsulfonyl)benzene diazonium tetrafluoroborate), C1(=CC=CC=C1)P(O)(=O)C1=CC=C(C=C1)S(=O)(=O)C1=CC=CC=C1 (phenyl[4-(phenylsulfonyl)phenyl]phosphinic acid). Starting materials: CC1=CC=C(C=C1)S(=O)(=O)OCC1=CC(=NC(=N1)N1C(CCC1)C1=CC(=NO1)C1=NC=CC=C1)NC1N(NC(=C1)C)S(=O)(=O)C1=CC=C(C=C1)C (6-[(4-methylphenylsulphonyloxy)methyl]-2-{2-[3-(pyrid-2-yl)isoxazol-5-yl]pyrrolidin-1-yl}-4-(5-methyl-2-N-[4-methylphenylsulphonyl]-1H-pyrazol-3-ylamino)pyrimidine), N1CCOCC1 (morpholine). Conditions: temperature 60 celsius. The product is O1CCN(CC1)CC1=CC(=NC(=N1)N1C(CCC1)C1=CC(=NO1)C1=NC=CC=C1)NC1=NNC(=C1)C (6-(Morpholinomethyl)-2-{2-[3-(pyrid-2-yl)isoxazol-5-yl]pyrrolidin-1-yl}-4-(5-methyl-1H-pyrazol-3-ylamino)pyrimidine). The yield is 86.9%. As a reaction SMILES: CC1C=CC(S(O[CH2:12][C:13]2[N:18]=[C:17]([N:19]3[CH2:23][CH2:22][CH2:21][CH:20]3[C:24]3[O:28][N:27]=[C:26]([C:29]4[CH:34]=[CH:33][CH:32]=[CH:31][N:30]=4)[CH:25]=3)[N:16]=[C:15]([NH:35][CH:36]3[CH:40]=[C:39]([CH3:41])[NH:38][N:37]3S(C3C=CC(C)=CC=3)(=O)=O)[CH:14]=2)(=O)=O)=CC=1.[NH:52]1[CH2:57][CH2:56][O:55][CH2:54][CH2:53]1>>[O:55]1[CH2:56][CH2:57][N:52]([CH2:12][C:13]2[N:18]=[C:17]([N:19]3[CH2:23][CH2:22][CH2:21][CH:20]3[C:24]3[O:28][N:27]=[C:26]([C:29]4[CH:34]=[CH:33][CH:32]=[CH:31][N:30]=4)[CH:25]=3)[N:16]=[C:15]([NH:35][C:36]3[CH:40]=[C:39]([CH3:41])[NH:38][N:37]=3)[CH:14]=2)[CH2:53][CH2:54]1. Procedure: A mixture of 6-[(4-methylphenylsulphonyloxy)methyl]-2-{2-[3-(pyrid-2-yl)isoxazol-5-yl]pyrrolidin-1-yl}-4-(5-methyl-2-N-[4-methylphenylsulphonyl]-1H-pyrazol-3-ylamino)pyrimidine (Method 52) (214 mg, 0.295 mmol) and morpholine (5 ml, 83.2 mmol) was heated at reflux for 2 hours. The volatiles were removed by evaporation and the residue was dissolved in methanol (10 ml) and 10M aqueous sodium hydroxide solution (3 ml). The mixture was heated at 60° C. for 1 hour. The volatiles were removed by evapor...